Dataset: the Open Reaction Database (ORD), a public repository of structured organic reaction records. Task: describe an organic reaction: reactants, conditions, products, and yield The reactants are COC1=CC=C(C=C1)NC1=C(C(=O)O)C=CC=C1 (2-(4-methoxyphenylamino)benzoic acid), C(=O)(Cl)Cl (phosgene), ( b ). The product is COC1=CC=C(C=C1)N1C=2C(C(=O)OC1=O)=CC=CC2 (N-(4-methoxyphenyl)isatoic anhydride). RXN SMILES: [CH3:1][O:2][C:3]1[CH:8]=[CH:7][C:6]([NH:9][C:10]2[CH:18]=[CH:17][CH:16]=[CH:15][C:11]=2[C:12]([OH:14])=[O:13])=[CH:5][CH:4]=1.[C:19](Cl)(Cl)=[O:20]>>[CH3:1][O:2][C:3]1[CH:4]=[CH:5][C:6]([N:9]2[C:19](=[O:20])[O:14][C:12](=[O:13])[C:11]3=[CH:15][CH:16]=[CH:17][CH:18]=[C:10]23)=[CH:7][CH:8]=1. Procedure: The starting material, N-(4-methoxyphenyl)isatoic anhydride was prepared from 2-(4-methoxyphenylamino)benzoic acid and phosgene according to the procedure of Example 1, part (b). Reactants: ClC1=CC(=C(C=C1)[C@H](CC(=O)C1=CC(=NC=C1)C)C1=CC=C(C=C1)C1CCN(CC1)C(=O)OC(C)(C)C)C ((R)-tert-butyl 4-(4-(1-(4-chloro-2-methylphenyl)-3-(2-methylpyridin-4-yl)-3-oxopropyl)phenyl)piperidine-1-carboxylate), Cl.NO (hydroxylamine hydrochloride), C(O)([O-])=O.[Na+] (sodium hydrogencarbonate). Product: ClC1=CC(=C(C=C1)[C@H](C\C(\C1=CC(=NC=C1)C)=N/O)C1=CC=C(C=C1)C1CCN(CC1)C(=O)OC(C)(C)C)C ((R,E)-tert-Butyl 4-(4-(1-(4-chloro-2-methylphenyl)-3-(hydroxyimino)-3-(2-methylpyridin-4-yl)propyl)phenyl)piperidine-1-carboxylate). RXN SMILES: [Cl:1][C:2]1[CH:7]=[CH:6][C:5]([C@@H:8]([C:19]2[CH:24]=[CH:23][C:22]([CH:25]3[CH2:30][CH2:29][N:28]([C:31]([O:33][C:34]([CH3:37])([CH3:36])[CH3:35])=[O:32])[CH2:27][CH2:26]3)=[CH:21][CH:20]=2)[CH2:9][C:10]([C:12]2[CH:17]=[CH:16][N:15]=[C:14]([CH3:18])[CH:13]=2)=O)=[C:4]([CH3:38])[CH:3]=1.Cl.[NH2:40][OH:41].C(=O)([O-])O.[Na+]>>[Cl:1][C:2]1[CH:7]=[CH:6][C:5]([C@@H:8]([C:19]2[CH:20]=[CH:21][C:22]([CH:25]3[CH2:30][CH2:29][N:28]([C:31]([O:33][C:34]([CH3:35])([CH3:37])[CH3:36])=[O:32])[CH2:27][CH2:26]3)=[CH:23][CH:24]=2)[CH2:9]/[C:10](=[N:40]\[OH:41])/[C:12]2[CH:17]=[CH:16][N:15]=[C:14]([CH3:18])[CH:13]=2)=[C:4]([CH3:38])[CH:3]=1 |f:1.2,3.4|. Procedure details: In analogy to example 1, step 2, from (R)-tert-butyl 4-(4-(1-(4-chloro-2-methylphenyl)-3-(2-methylpyridin-4-yl)-3-oxopropyl)phenyl)piperidine-1-carboxylate and hydroxylamine hydrochloride in the presence of sodium hydrogencarbonate was prepared the title compound as a white foam, MS (ESI+): m/z=548.0 ([M+H]+). Reactants: CP(OCC1=CC=C(C=C1)C(=O)NC1=C(C=CC(=C1)C=1SC=CC1)NC(=O)OC(C)(C)C)(=O)C ([4-({[2-({[(1,1-dimethylethyl)oxy]carbonyl}amino)-5-(2-thienyl)phenyl]amino}carbonyl)phenyl]methyl dimethylphosphinate), C(=O)(C(F)(F)F)O (TFA). Run in C(Cl)Cl (DCM). Product: CP(OCC1=CC=C(C=C1)C(=O)NC1=C(C=CC(=C1)C=1SC=CC1)N)(=O)C ([4-({[2-amino-5-(2-thienyl)phenyl]amino}carbonyl)phenyl]methyl dimethylphosphinate). RXN SMILES: [CH3:1][P:2]([CH3:34])(=[O:33])[O:3][CH2:4][C:5]1[CH:10]=[CH:9][C:8]([C:11]([NH:13][C:14]2[CH:19]=[C:18]([C:20]3[S:21][CH:22]=[CH:23][CH:24]=3)[CH:17]=[CH:16][C:15]=2[NH:25]C(OC(C)(C)C)=O)=[O:12])=[CH:7][CH:6]=1.C(O)(C(F)(F)F)=O>C(Cl)Cl>[CH3:1][P:2]([CH3:34])(=[O:33])[O:3][CH2:4][C:5]1[CH:6]=[CH:7][C:8]([C:11]([NH:13][C:14]2[CH:19]=[C:18]([C:20]3[S:21][CH:22]=[CH:23][CH:24]=3)[CH:17]=[CH:16][C:15]=2[NH2:25])=[O:12])=[CH:9][CH:10]=1. Reported procedure: [4-({[2-({[(1,1-dimethylethyl)oxy]carbonyl}amino)-5-(2-thienyl)phenyl]amino}carbonyl)phenyl]methyl dimethylphosphinate (1.1 g, 2.198 mmol) was taken up in DCM (20 mL)/TFA (8 mL). After 2 hours at room temperature the solvent was removed in vacuo. Saturated NaHCO3 was added and the products extracted into EtOAc (×2). The combined organic extracts were washed with brine, dried over MgSO4 and concentrated in vacuo. The residue was triturated in EtOAc to give [4-({[2-amino-5-(2-thienyl)phenyl]amino}... The reactants are C(=O)([O-])[O-].[K+].[K+] (K2CO3), CI (MeI), OC1=C(C(=O)OC)C(=CC(=C1CCC(=C)C)OC)\C=C\C1=CC=CC=C1 (methyl 2-hydroxy-3-isopentenyl-4-methoxy-6-[(E)-styryl]-benzoate). Run in CN(C)C=O (DMF). Product: COC1=C(C(=O)OC)C(=CC(=C1CCC(=C)C)OC)\C=C\C1=CC=CC=C1 (methyl 2,4-dimethoxy-3-isopentenyl-6-[(E)-styryl]benzoate). Isolated yield 89.9%. RXN SMILES: [OH:1][C:2]1[C:11]([CH2:12][CH2:13][C:14]([CH3:16])=[CH2:15])=[C:10]([O:17][CH3:18])[CH:9]=[C:8](/[CH:19]=[CH:20]/[C:21]2[CH:26]=[CH:25][CH:24]=[CH:23][CH:22]=2)[C:3]=1[C:4]([O:6][CH3:7])=[O:5].[C:27]([O-])([O-])=O.[K+].[K+].CI>CN(C=O)C>[CH3:27][O:1][C:2]1[C:11]([CH2:12][CH2:13][C:14]([CH3:16])=[CH2:15])=[C:10]([O:17][CH3:18])[CH:9]=[C:8](/[CH:19]=[CH:20]/[C:21]2[CH:22]=[CH:23][CH:24]=[CH:25][CH:26]=2)[C:3]=1[C:4]([O:6][CH3:7])=[O:5] |f:1.2.3|. Procedure: Dissolve compound 8 (1.2 g, 3.4 mmol) in DMF (20 ml), add anhydrous K2CO3 (0.7 g, 5.1 mmol), MeI (0.96 g, 6.8 mmol), react at 60° C. for 2h. After completion of the reaction, cool the mixture, filter and evaporate the DMF from filtrate under reduced pressure, feed the redissolved residue solution to a silica gel column, evaporate the solvent in the eluent to obtain a colorless oil (1.12 g, 90%). 1H NMR (400 MHz, DMSO-d6): 1.62 (s, 3H), 1.71 (s, 3H), 3.23 (d, J=6.4 Hz, 2H), 3.68 (s, 3H), 3.86 (s,... The reactants are Cl (hydrochloric acid), C(C=C)ON=C(C(=O)NC1[C@@H]2N(C(=C(CS2)C(C)SC2=NN=NN2)C(=O)O)C1=O)C1=NC(=CC=C1)NC=O (7-[2-allyloxyimino-2-(6-formamidopyridin-2-yl)acetamido]-3-(1-methyl-1H-tetrazol-5-ylthiomethyl)-3-cephem-4-carboxylic acid). Run in CO (methanol). Conditions: time 30 minute. Yields the product C(C=C)ON=C(C(=O)NC1[C@@H]2N(C(=C(CS2)C(C)SC2=NN=NN2)C(=O)O)C1=O)C1=NC(=CC=C1)N (7-[2-allyloxyimino-2-(6-aminopyridin-2-yl)acetamido]-3-(1-methyl-1H-tetrazol-5-ylthiomethyl)-3-cephem-4-carboxylic acid). The yield is 68.0%. Reaction SMILES: Cl.[CH2:2]([O:5][N:6]=[C:7]([C:31]1[CH:36]=[CH:35][CH:34]=[C:33]([NH:37]C=O)[N:32]=1)[C:8]([NH:10][CH:11]1[C:29](=[O:30])[N:13]2[C:14]([C:26]([OH:28])=[O:27])=[C:15]([CH:18]([S:20][C:21]3[NH:25][N:24]=[N:23][N:22]=3)[CH3:19])[CH2:16][S:17][C@H:12]12)=[O:9])[CH:3]=[CH2:4]>CO>[CH2:2]([O:5][N:6]=[C:7]([C:31]1[CH:36]=[CH:35][CH:34]=[C:33]([NH2:37])[N:32]=1)[C:8]([NH:10][CH:11]1[C:29](=[O:30])[N:13]2[C:14]([C:26]([OH:28])=[O:27])=[C:15]([CH:18]([S:20][C:21]3[NH:25][N:24]=[N:23][N:22]=3)[CH3:19])[CH2:16][S:17][C@H:12]12)=[O:9])[CH:3]=[CH2:4]. Reported procedure: Conc. hydrochloric acid (0.31 ml.) was added to a solution of 7-[2-allyloxyimino-2-(6-formamidopyridin-2-yl)acetamido]-3-(1-methyl-1H-tetrazol-5-ylthiomethyl)-3-cephem-4-carboxylic acid (syn isomer) (1.75 g.) in methanol (7 ml.), and the mixture was stirred at ambient temperature for 30 minutes. The methanol was removed by distillation from the reaction mixture, and the remaining aqueous solution was diluted with water (80 ml.) and then adjusted to pH 2-3 with an aqueous solution of sodium bicar... The reactants are O=C([O-])O, COc1cc(C2(O)CCNCC2O)ccc1Nc1ncc2ccc(-c3ccccc3OC)n2n1, CC#N, FCCI, [Na+]. Product: COc1cc(C2(O)CCN(CCF)CC2O)ccc1Nc1ncc2ccc(-c3ccccc3OC)n2n1. RXN SMILES: [C:39](=[O:40])([OH:41])[O-:42].[CH3:1][O:2][c:3]1[cH:4][c:5]([C:27]2([OH:34])[CH:28]([OH:33])[CH2:29][NH:30][CH2:31][CH2:32]2)[cH:6][cH:7][c:8]1[NH:9][c:10]1[n:11][n:12]2[c:13]([cH:14][n:15]1)[cH:16][cH:17][c:18]2-[c:19]1[c:20]([O:25][CH3:26])[cH:21][cH:22][cH:23][cH:24]1.[CH3:44][C:45]#[N:46].[F:35][CH2:36][CH2:37][I:38].[Na+:43]>>[CH3:1][O:2][c:3]1[cH:4][c:5]([C:27]2([OH:34])[CH:28]([OH:33])[CH2:29][N:30]([CH2:37][CH2:36][F:35])[CH2:31][CH2:32]2)[cH:6][cH:7][c:8]1[NH:9][c:10]1[n:11][n:12]2[c:13]([cH:14][n:15]1)[cH:16][cH:17][c:18]2-[c:19]1[c:20]([O:25][CH3:26])[cH:21][cH:22][cH:23][cH:24]1.